This data is from the Open Reaction Database (ORD), a public repository of structured organic reaction records. The task is: describe an organic reaction: reactants, conditions, products, and yield Starting materials: O=C(NC(CCl)C(=O)O)OCc1ccccc1, Cl, [Na+], [Na+], O=C([O-])[O-], O, Sc1ccccc1. The product is O=C(NC(CSc1ccccc1)C(=O)O)OCc1ccccc1. Reaction SMILES: [C:1](=[O:2])([O:3][CH2:4][c:5]1[cH:6][cH:7][cH:8][cH:9][cH:10]1)[NH:11][CH:12]([CH2:13][Cl:14])[C:15](=[O:16])[OH:17].[ClH:31].[Na+:18].[Na+:19].[O-:20][C:21](=[O:22])[O-:23].[OH2:32].[SH:24][c:25]1[cH:26][cH:27][cH:28][cH:29][cH:30]1>>[C:1](=[O:2])([O:3][CH2:4][c:5]1[cH:6][cH:7][cH:8][cH:9][cH:10]1)[NH:11][CH:12]([CH2:13][S:24][c:25]1[cH:26][cH:27][cH:28][cH:29][cH:30]1)[C:15](=[O:16])[OH:17]. Reported procedure: (2S)-2-{[(R)-(4-bromophenyl)(phenyl)methyl]oxy}-N-(cyanomethyl)-4-methylpentanamide (1 g, 2.41 mmol) 1-[4-(dihydroxyboryl)phenyl]piperazin-4-ium chloride (642 mg, 2.65 mmol), PdCl2(dppf) (88 mg, 0.120 mmol) and 2M Na2CO3 (4.8 ml, 9.63 mmol) were dissolved in 25 ml DMF, the solution was degassed 3 times and heated for 10 h @ 85° C. The solution was cooled, poured into 125 ml NaHCO3 (sat.) and the product extracted with 3×25 ml ethyl acetate. The combined organic layers were then washed with 4× wa... The reagents and catalysts are C1=CC=C(C=C1)P([C-]2C=CC=C2)C3=CC=CC=C3.C1=CC=C(C=C1)P([C-]2C=CC=C2)C3=CC=CC=C3.Cl[Pd]Cl.[Fe+2] (PdCl2(dppf)). Reaction SMILES: Br[C:2]1[CH:7]=[CH:6][C:5]([C@@H:8]([C:21]2[CH:26]=[CH:25][CH:24]=[CH:23][CH:22]=2)[O:9][C@@H:10]([CH2:17][CH:18]([CH3:20])[CH3:19])[C:11]([NH:13][CH2:14][C:15]#[N:16])=[O:12])=[CH:4][CH:3]=1.C([O-])([O-])=O.[Na+].[Na+].[CH3:33][N:34]([CH:36]=O)[CH3:35]>C1C=CC(P(C2C=CC=CC=2)[C-]2C=CC=C2)=CC=1.C1C=CC(P(C2C=CC=CC=2)[C-]2C=CC=C2)=CC=1.Cl[Pd]Cl.[Fe+2]>[C:15]([CH2:14][NH:13][C:11](=[O:12])[C@@H:10]([O:9][C@H:8]([C:21]1[CH:26]=[CH:25][CH:24]=[CH:23][CH:22]=1)[C:5]1[CH:6]=[CH:7][C:2]([C:2]2[CH:7]=[CH:6][C:33]([N:34]3[CH2:36][CH2:14][NH:13][CH2:11][CH2:35]3)=[CH:4][CH:3]=2)=[CH:3][CH:4]=1)[CH2:17][CH:18]([CH3:20])[CH3:19])#[N:16] |f:1.2.3,5.6.7.8|. Product: C(#N)CNC([C@H](CC(C)C)O[C@@H](C1=CC=C(C=C1)C1=CC=C(C=C1)N1CCNCC1)C1=CC=CC=C1)=O ((2S)-N-(cyanomethyl)-4-methyl-2-{[(R)-phenyl(4′-piperazin-1-yl-1,1′-biphenyl-4-yl)methyl]oxy}pentanamide). Conditions: temperature 85 celsius. Starting materials: BrC1=CC=C(C=C1)[C@H](O[C@H](C(=O)NCC#N)CC(C)C)C1=CC=CC=C1 ((2S)-2-{[(R)-(4-bromophenyl)(phenyl)methyl]oxy}-N-(cyanomethyl)-4-methylpentanamide), C(=O)([O-])[O-].[Na+].[Na+] (Na2CO3), CN(C)C=O (DMF). Yields the product O=S(=O)(c1cccc(F)c1)c1ccc(C2CCNC2)c(CO)c1. As a reaction SMILES: [C:1]([O:2][C:3](=[O:4])[N:8]1[CH2:9][CH:10]([c:13]2[c:14]([CH2:29][OH:30])[cH:15][c:16]([S:19](=[O:20])(=[O:21])[c:22]3[cH:23][c:24]([F:28])[cH:25][cH:26][cH:27]3)[cH:17][cH:18]2)[CH2:11][CH2:12]1)([CH3:5])([CH3:6])[CH3:7].[Cl:38][CH2:39][Cl:40].[F:31][C:32]([F:33])([F:34])[C:35]([OH:36])=[O:37]>>[NH:8]1[CH2:9][CH:10]([c:13]2[c:14]([CH2:29][OH:30])[cH:15][c:16]([S:19](=[O:20])(=[O:21])[c:22]3[cH:23][c:24]([F:28])[cH:25][cH:26][cH:27]3)[cH:17][cH:18]2)[CH2:11][CH2:12]1. Starting materials: CC(C)(C)OC(=O)N1CCC(c2ccc(S(=O)(=O)c3cccc(F)c3)cc2CO)C1, ClCCl, O=C(O)C(F)(F)F. Starting materials: ClC1=CC=C(C=C1)SC=1C(=C(C(N(N1)C1=CC(=CC=C1)Cl)=O)C#N)C (6-[(4-chlorophenyl)thio]-2,3-dihydro-2-(3-chlorophenyl)5-methyl-3-oxo-4-pyridazinecarbonitrile), C1(=CC=CC=C1)N1N=CC(=C(C1=O)C#N)C (2,3-dihydro-2-(phenyl)5-methyl-3-oxo-4-pyridazinecarbonitrile), ClC1=CC=C(C=C1)SC=1C(=C(C(N(N1)C1=CC=C(C=C1)Cl)=O)C#N)C (6-[(4-chlorophenyl)thio]-2,3-dihydro-2-(4-chlorophenyl)5-methyl-3-oxo-4-pyridazinecarbonitrile), ClC1=CC=C(C=C1)SC=1C(=C(C(N(N1)C1=C(C=CC=C1)Cl)=O)C#N)C (6-[(4-chlorophenyl)thio]-2,3-dihydro-2-(2-chlorophenyl)5-methyl-3-oxo-4-pyridazinecarbonitrile). The product is ClC1=CC=C(C=C1)SC=1C(=C(C(N(N1)C1=CC(=CC=C1)C)=O)C#N)C (6-[(4-chlorophenyl)thio]-2,3-dihydro-2-(3-methylphenyl)5-methyl-3-oxo-4-pyridazinecarbonitrile). RXN SMILES: [Cl:1][C:2]1[CH:7]=[CH:6][C:5]([S:8][C:9]2[C:10]([CH3:25])=[C:11]([C:23]#[N:24])[C:12](=[O:22])[N:13]([C:15]3[CH:20]=[CH:19][CH:18]=[C:17](Cl)[CH:16]=3)[N:14]=2)=[CH:4][CH:3]=1.Cl[C:27]1C=CC(SC2C(C)=C(C#N)C(=O)N(C3C=CC(Cl)=CC=3)N=2)=CC=1.ClC1C=CC(SC2C(C)=C(C#N)C(=O)N(C3C=CC=CC=3Cl)N=2)=CC=1.C1(N2C(=O)C(C#N)=C(C)C=N2)C=CC=CC=1>>[Cl:1][C:2]1[CH:7]=[CH:6][C:5]([S:8][C:9]2[C:10]([CH3:25])=[C:11]([C:23]#[N:24])[C:12](=[O:22])[N:13]([C:15]3[CH:20]=[CH:19][CH:18]=[C:17]([CH3:27])[CH:16]=3)[N:14]=2)=[CH:4][CH:3]=1. Procedure: 6-[(4-chlorophenyl)thio]-2,3-dihydro-2-(3-chlorophenyl)5-methyl-3-oxo-4-pyridazinecarbonitrile; 6-[(4-chlorophenyl)thio]-2,3-dihydro-2-(4-chlorophenyl)5-methyl-3-oxo-4-pyridazinecarbonitrile; 6-[(4-chlorophenyl)thio]-2,3-dihydro-2-(2-chlorophenyl)5-methyl-3-oxo-4-pyridazinecarbonitrile; 6-[(4-chloropheyl)thio]-(2,3-dihydro-2-(phenyl)5-methyl-3-oxo-4-pyridazinecarbonitrile; The reactants are FC1=CC=C(C=C1)C(CC1=CN=CN1C)=O (1-(4-fluorophenyl)-2-(1-methylimidazol-5-yl)ethanone), [BH4-].[Na+] (sodium borohydride). The solvent is CO (methanol). Reaction conditions: time 2 hour. Yields the product FC1=CC=C(C=C1)C(CC1=CN=CN1C)O (1-(4-fluorophenyl)-2-(1-methylimidazol-5-yl)ethanol). The yield is 89.9%. As a reaction SMILES: [F:1][C:2]1[CH:7]=[CH:6][C:5]([C:8](=[O:16])[CH2:9][C:10]2[N:14]([CH3:15])[CH:13]=[N:12][CH:11]=2)=[CH:4][CH:3]=1.[BH4-].[Na+]>CO>[F:1][C:2]1[CH:7]=[CH:6][C:5]([CH:8]([OH:16])[CH2:9][C:10]2[N:14]([CH3:15])[CH:13]=[N:12][CH:11]=2)=[CH:4][CH:3]=1 |f:1.2|. Procedure details: A mixture of 1-(4-fluorophenyl)-2-(1-methylimidazol-5-yl)ethanone (1.3 g.), sodium borohydride (0.25 g.) and methanol (50 ml.) was stirred at ambient temperature for 2 hours under an inert atmosphere. The methanol was evaporated away and water (30 ml.) added to the residue. The mixture was filtered and the solid washed with more water and dried to give 1-(4-fluorophenyl)-2-(1-methylimidazol-5-yl)ethanol (1.18 g.). The reactants are CNC1=NC2=CC=CC(=C2C=C1)[N+](=O)[O-] (2-methylamino-5-nitroquinoline), N1=CC=CC=C1 (pyridine), C(C)(=O)OC(C)=O (acetic anhydride), C(=O)(O)[O-].[Na+] (NaHCO3). Solvent: C(C)(=O)OCC (ethyl acetate). Conditions: temperature 60 celsius, time 4.5 hour. The product is C(C)(=O)C1=NC2=CC=CC(=C2C=C1NC)[N+](=O)[O-] (2-Acetyl(methyl)amino-5-nitroquinoline). Reaction SMILES: CN[C:3]1[CH:12]=[CH:11][C:10]2[C:5](=[CH:6][CH:7]=[CH:8][C:9]=2[N+:13]([O-:15])=[O:14])[N:4]=1.[N:16]1[CH:21]=CC=CC=1.[C:22](OC(=O)C)(=[O:24])[CH3:23].C([O-])(O)=O.[Na+]>C(OCC)(=O)C>[C:22]([C:3]1[C:12]([NH:16][CH3:21])=[CH:11][C:10]2[C:5](=[CH:6][CH:7]=[CH:8][C:9]=2[N+:13]([O-:15])=[O:14])[N:4]=1)(=[O:24])[CH3:23] |f:3.4|. Reported procedure: 580 mg (2.4 mmol) of 2-methylamino-5-nitroquinoline is stirred with 4 ml (50 mmol) of pyridine and 2 ml (21 mmol) of acetic anhydride for 15 hours at room temperature and stirred for 4.5 hours at 60° C. The batch is diluted with ethyl acetate, poured into saturated NaHCO3 solution, stirred for 30 minutes, and extracted with ethyl acetate. The extracts are dried (Na2SO4) and concentrated by evaporation. The residue is purified on silica gel with hexane-ethyl acetate: 660 mg of a yellow solid. Reactants: O=C([O-])O, CC(=O)O, Cc1cc(O)ccc1N, Cc1ccccc1, CO, C=Cc1ccccn1, [Na+]. Product: Cc1cc(O)ccc1NCCc1ccccn1. RXN SMILES: [C:22](=[O:23])([OH:24])[O-:25].[CH3:10][C:11](=[O:12])[OH:13].[CH3:1][c:2]1[c:3]([NH2:4])[cH:5][cH:6][c:7]([OH:9])[cH:8]1.[CH3:27][c:28]1[cH:29][cH:30][cH:31][cH:32][cH:33]1.[CH3:34][OH:35].[CH:14](=[CH2:15])[c:16]1[n:17][cH:18][cH:19][cH:20][cH:21]1.[Na+:26]>>[CH3:1][c:2]1[c:3]([NH:4][CH2:15][CH2:14][c:16]2[n:17][cH:18][cH:19][cH:20][cH:21]2)[cH:5][cH:6][c:7]([OH:9])[cH:8]1.